From a dataset of the Open Reaction Database (ORD), a public repository of structured organic reaction records. describe an organic reaction: reactants, conditions, products, and yield Reactants: [Li]N(C(C)C)C(C)C (lithiodiisopropyl amine), ClC1=C(C(=O)O)C=C(C(=N1)Cl)F (2,6-dichloro-5-fluoronicotinic acid), Cl (HCl), CI (methyl iodide). The solvent is CCCCCC (hexane), O1CCCC1 (tetrahydrofuran), O1CCCC1 (tetrahydrofuran), O1CCCC1 (tetrahydrofuran), C(C)OCC (diethyl ether). Conditions: temperature -70 celsius, time 1 hour. The product is ClC1=C(C(=O)O)C(=C(C(=N1)Cl)F)C (2,6-Dichloro-4-methyl-5-fluoronicotinic acid). The yield is 61.8%. Reaction SMILES: [Li]N(C(C)C)[CH:3](C)C.[Cl:9][C:10]1[N:18]=[C:17]([Cl:19])[C:16]([F:20])=[CH:15][C:11]=1[C:12]([OH:14])=[O:13].CI.Cl>CCCCCC.O1CCCC1.C(OCC)C>[Cl:9][C:10]1[N:18]=[C:17]([Cl:19])[C:16]([F:20])=[C:15]([CH3:3])[C:11]=1[C:12]([OH:14])=[O:13]. Procedure details: To a solution of 0.516 moles of lithiodiisopropyl amine in 390 mL hexane and 200 mL tetrahydrofuran, cooled to -70° C., was added dropwise a solution of 40 g (0.229 moles) 2,6-dichloro-5-fluoronicotinic acid in 600 mL tetrahydrofuran, over a 1-hour period. The reaction mixture was stirred at -70° C. for 1 hour, then warmed to -60° C. for 1.5 hours at which time a light colored precipitate formed. The slurry was briefly warmed to -50° C., then recooled to -70° C., at which point a solution of 84 ... Starting materials: BrC1=CC=C(CN2C(=C(C3=CC(=CC=C23)OC)CC(C(=O)OC)(C)C)C)C=C1 (Methyl 3-[1-(p-bromobenzyl)-5-methoxy-2-methylindol-3-yl]-2,2-dimethylpropanoate), [OH-].[K+] (KOH). Solvent: CCO (EtOH). Yields the product BrC1=CC=C(CN2C(=C(C3=CC(=CC=C23)OC)CC(C(=O)O)(C)C)C)C=C1 (3-[1-(p-bromobenzyl)-5-methoxy-2-methylindol-3-yl]-2,2-dimethylpropanoic acid). Isolated yield 102.8%. Reaction SMILES: [Br:1][C:2]1[CH:28]=[CH:27][C:5]([CH2:6][N:7]2[C:15]3[C:10](=[CH:11][C:12]([O:16][CH3:17])=[CH:13][CH:14]=3)[C:9]([CH2:18][C:19]([CH3:25])([CH3:24])[C:20]([O:22]C)=[O:21])=[C:8]2[CH3:26])=[CH:4][CH:3]=1.[OH-].[K+]>CCO>[Br:1][C:2]1[CH:28]=[CH:27][C:5]([CH2:6][N:7]2[C:15]3[C:10](=[CH:11][C:12]([O:16][CH3:17])=[CH:13][CH:14]=3)[C:9]([CH2:18][C:19]([CH3:25])([CH3:24])[C:20]([OH:22])=[O:21])=[C:8]2[CH3:26])=[CH:4][CH:3]=1 |f:1.2|. Reported procedure: To a room temperature solution of the methyl ester from Step 2 (24 mg, 0.052 mmol) in 10 mL EtOH was added 1 mL of 4N KOH. The solution was heated to reflux for 22 h, then cooled and concentrated in vacuo. The residue was partitioned between 1M HCl and EtOAc. The organic layer was washed with brine, dried over Na2SO4 and evaporated to provide 23 mg of the title compound.